This data is from the Open Reaction Database (ORD), a public repository of structured organic reaction records. The task is: describe an organic reaction: reactants, conditions, products, and yield Reactants: COC1CCC(C=2CC(C=CC12)=O)OC (1,4-Dimethoxy-6-tetralone), C(C)[Mg]Br (Ethylmagnesium bromide), C#C (acetylene), C(C)[Mg]Br (ethylmagnesium bromide), C#C (acetylene). Run in O1CCCC1 (tetrahydrofuran). The product is COC1=CC=C(C=2CC(CCC12)(O)C#C)OC (1,4-Dimethoxy-6-ethynyl-6-hydroxy-5,8-dihydro-(7H) naphthalene). RXN SMILES: [CH2:1]([Mg]Br)[CH3:2].C#C.[CH3:7][O:8][CH:9]1[C:18]2[CH:17]=[CH:16][C:15](=[O:19])[CH2:14][C:13]=2[CH:12]([O:20][CH3:21])[CH2:11][CH2:10]1>O1CCCC1>[CH3:7][O:8][C:9]1[C:18]2[CH2:17][CH2:16][C:15]([C:1]#[CH:2])([OH:19])[CH2:14][C:13]=2[C:12]([O:20][CH3:21])=[CH:11][CH:10]=1. Reported procedure: Acetylene, purified by passing it first through a dry ice acetone trap, then through concentrated sulfuric acid, was bubbled rapidly through freshly distilled tetrahydrofuran (20 ml) under nitrogen for one hour. Ethylmagnesium bromide (50 ml, 3.15 M in ether, 15.8 mmole) was added slowly. The temperature was maintained between 28°-33° C. by cooling with a water bath. After the complete addition of ethylmagnesium bromide, the passage of the acetylene gas was continued and 1,4-dimethoxy-6-tetralon... The reactants are C(C)OC(=O)C1C(CCC1)=O (2-oxo-cyclopentanecarboxylic acid ethyl ester), Cl.C(C1=CC=CC=C1)(=N)N (benzamidine hydrochloride). Yields the product C1(=CC=CC=C1)C1=NC2=C(C(=N1)O)CCC2 (2-Phenyl-6,7-dihydro-5H-cyclopentapyrimidin-4-ol). RXN SMILES: C(O[C:4]([CH:6]1[CH2:10][CH2:9][CH2:8][C:7]1=O)=[O:5])C.Cl.[C:13]([NH2:21])(=[NH:20])[C:14]1[CH:19]=[CH:18][CH:17]=[CH:16][CH:15]=1>>[C:14]1([C:13]2[N:21]=[C:4]([OH:5])[C:6]3[CH2:10][CH2:9][CH2:8][C:7]=3[N:20]=2)[CH:19]=[CH:18][CH:17]=[CH:16][CH:15]=1 |f:1.2|. Procedure details: The title compound was prepared from 2-oxo-cyclopentanecarboxylic acid ethyl ester and benzamidine hydrochloride according to general procedure 1. 1H NMR (DMSO-d6, 400 MHz) δ 2.01 (tt, J=7.2, 7.2 Hz, 2H), 2.69 (t, J=7.2 Hz, 2H), 2.84 (t, J=7.2 Hz, 2H), 7.45-7.60 (m, 3H), 8.07 (d, J=7.1 Hz, 2H), 12.40 (br s, 1H); MS: m/z (ESI) 213 (M+H). Reactants: C(C)(C)(C)[SiH2]OC(C1=NN(C=C1C1=CN=C(C=2N1N=CN2)NC2=CC=C(C=C2)N2CCOCC2)C2COCCC2)(C)C ({5-[3-(tert-butyl-dimethyl-silanyloxymethyl)-1-(tetrahydro-pyran-3-yl)-1H-pyrazol-4-yl]-[1,2,4]triazolo[1,5-a]pyrazin-8-yl}-(4-morpholin-4-yl-phenyl)-amine), C(C)(C)(C)[SiH2]OC(C1=C(C=NN1C1COCCC1)C1=CN=C(C=2N1N=CN2)NC2=CC=C(C=C2)N2CCOCC2)(C)C ({5-[5-(tert-butyl-dimethyl-silanyloxymethyl)-1-(tetrahydro-pyran-3-yl)-1H-pyrazol-4-yl]-[1,2,4]triazolo[1,5-a]pyrazin-8-yl}-(4-morpholin-4-yl-phenyl)-amine), Cl (HCl). Run in CO (MeOH). The product is O1CCN(CC1)C1=CC=C(C=C1)NC=1C=2N(C(=CN1)C=1C=NNC1CO)N=CN2 ((4-(8-(4-Morpholinophenylamino)-[1,2,4]triazolo[1,5-a]pyrazin-5-yl)-1H-pyrazol-5-yl)methanol). RXN SMILES: C([SiH2][O:6][C:7](C)(C)[C:8]1[C:12]([C:13]2[N:18]3[N:19]=[CH:20][N:21]=[C:17]3[C:16]([NH:22][C:23]3[CH:28]=[CH:27][C:26]([N:29]4[CH2:34][CH2:33][O:32][CH2:31][CH2:30]4)=[CH:25][CH:24]=3)=[N:15][CH:14]=2)=[CH:11][N:10](C2CCCOC2)[N:9]=1)(C)(C)C.C([SiH2]OC(C)(C)C1N(C2CCCOC2)N=CC=1C1N2N=CN=C2C(NC2C=CC(N3CCOCC3)=CC=2)=NC=1)(C)(C)C.Cl>CO>[O:32]1[CH2:31][CH2:30][N:29]([C:26]2[CH:25]=[CH:24][C:23]([NH:22][C:16]3[C:17]4[N:18]([N:19]=[CH:20][N:21]=4)[C:13]([C:12]4[CH:11]=[N:10][NH:9][C:8]=4[CH2:7][OH:6])=[CH:14][N:15]=3)=[CH:28][CH:27]=2)[CH2:34][CH2:33]1. Procedure: A solution of {5-[3-(tert-butyl-dimethyl-silanyloxymethyl)-1-(tetrahydro-pyran-3-yl)-1H-pyrazol-4-yl]-[1,2,4]triazolo[1,5-a]pyrazin-8-yl}-(4-morpholin-4-yl-phenyl)-amine and {5-[5-(tert-butyl-dimethyl-silanyloxymethyl)-1-(tetrahydro-pyran-3-yl)-1H-pyrazol-4-yl]-[1,2,4]triazolo[1,5-a]pyrazin-8-yl}-(4-morpholin-4-yl-phenyl)-amine (53.6 mg, 0.077 mmol) and conc. HCl (0.27 mL) in MeOH (5 mL) is stirred at room temperature for 2 hours. After removing the solvent, the residue is partitioned between et... The reactants are FC=1C=C2CCC(C2=CC1)=O (5-Fluoroindan-1-one), N1CCCCC1 (piperidine). The solvent is N1=CC=CC=C1 (pyridine). Yields the product N1(CCCCC1)C=1C=C2CCC(C2=CC1)=O (5-piperidin-1-ylindan-1-one). RXN SMILES: F[C:2]1[CH:3]=[C:4]2[C:8](=[CH:9][CH:10]=1)[C:7](=[O:11])[CH2:6][CH2:5]2.[NH:12]1[CH2:17][CH2:16][CH2:15][CH2:14][CH2:13]1>N1C=CC=CC=1>[N:12]1([C:2]2[CH:3]=[C:4]3[C:8](=[CH:9][CH:10]=2)[C:7](=[O:11])[CH2:6][CH2:5]3)[CH2:17][CH2:16][CH2:15][CH2:14][CH2:13]1. Procedure details: 5-Fluoroindan-1-one (5 g, 33.3 mmol) and piperidine (8.52 g, 100 mmol, 10 ml) were dissolved in pyridine (20 ml) and heated to reflux for 3 hours. The reaction mixture was cooled, the solvent removed under vacuum, and the residue taken in diethyl ether. The ether solution was washed with 1N aqueous sodium hydroxide and with water, dried with magnesium sulfate, filtered, and the filtrate was removed under vacuum to provide the title compound which was used without further purification. 1H NMR (CD... Starting materials: CC(=O)NC1CCN(Cc2ccccc2)C1, C, CCO, O, [Pd]. The product is CC(=O)NC1CCNC1. As a reaction SMILES: [C:1]([CH3:2])(=[O:3])[NH:4][CH:5]1[CH2:6][N:7]([CH2:10][c:11]2[cH:12][cH:13][cH:14][cH:15][cH:16]2)[CH2:8][CH2:9]1.[C:21].[CH3:17][CH2:18][OH:19].[OH2:20].[Pd:22]>>[C:1]([CH3:2])(=[O:3])[NH:4][CH:5]1[CH2:6][NH:7][CH2:8][CH2:9]1. Reactants: C1CCOC1, O=C(Cl)c1ccc(C(F)(F)F)cc1, CC(N)(C#N)Cn1cc2c(Cl)cc(Cl)c(Cl)c2n1. The product is CC(C#N)(Cn1cc2c(Cl)cc(Cl)c(Cl)c2n1)NC(=O)c1ccc(C(F)(F)F)cc1. RXN SMILES: [CH2:32]1[O:33][CH2:34][CH2:35][CH2:36]1.[F:1][C:2]([c:3]1[cH:4][cH:5][c:6]([C:7](=[O:8])[Cl:9])[cH:10][cH:11]1)([F:12])[F:13].[NH2:14][C:15]([C:16]#[N:17])([CH2:18][n:19]1[n:20][c:21]2[c:22]([Cl:30])[c:23]([Cl:29])[cH:24][c:25]([Cl:28])[c:26]2[cH:27]1)[CH3:31]>>[F:1][C:2]([c:3]1[cH:4][cH:5][c:6]([C:7](=[O:8])[NH:14][C:15]([C:16]#[N:17])([CH2:18][n:19]2[n:20][c:21]3[c:22]([Cl:30])[c:23]([Cl:29])[cH:24][c:25]([Cl:28])[c:26]3[cH:27]2)[CH3:31])[cH:10][cH:11]1)([F:12])[F:13]. Reactants: CC(=O)O[BH-](OC(C)=O)OC(C)=O, ClCCl, Cl, Cc1ccc(S(=O)(=O)n2cc(C(=O)[O-])c3c(C=O)c(F)cnc32)cc1, CC(C)C(N)C(=O)OC(C)(C)C, [Na+]. Product: Cc1ccc(S(=O)(=O)n2cc(C(=O)O)c3c(CNC(C(=O)OC(C)(C)C)C(C)C)c(F)cnc32)cc1. Reaction SMILES: [C:1]([O:2][BH-:3]([O:4][C:5](=[O:6])[CH3:7])[O:8][C:9](=[O:10])[CH3:11])(=[O:12])[CH3:13].[Cl:53][CH2:54][Cl:55].[ClH:15].[F:28][c:29]1[c:30]([CH:51]=[O:52])[c:31]2[c:32]([n:33][cH:34]1)[n:35]([S:41](=[O:42])(=[O:43])[c:44]1[cH:45][cH:46][c:47]([CH3:48])[cH:49][cH:50]1)[cH:36][c:37]2[C:38](=[O:39])[O-:40].[NH2:16][CH:17]([C:18](=[O:19])[O:20][C:21]([CH3:22])([CH3:23])[CH3:24])[CH:25]([CH3:26])[CH3:27].[Na+:14]>>[NH:16]([CH:17]([C:18](=[O:19])[O:20][C:21]([CH3:22])([CH3:23])[CH3:24])[CH:25]([CH3:26])[CH3:27])[CH2:51][c:30]1[c:29]([F:28])[cH:34][n:33][c:32]2[c:31]1[c:37]([C:38](=[O:39])[OH:40])[cH:36][n:35]2[S:41](=[O:42])(=[O:43])[c:44]1[cH:45][cH:46][c:47]([CH3:48])[cH:49][cH:50]1.